Dataset: the Open Reaction Database (ORD), a public repository of structured organic reaction records. Task: describe an organic reaction: reactants, conditions, products, and yield The reactants are C1(C=2C(C(N1C1[C@@H]3N(C(=C(CS3)C)C(=O)O)C1=O)=O)=CC=CC2)=O (7-phthalimido-3-methyl-3-cephem-4-carboxylic acid), CC(=O)C (acetone), KHCO3. Solvent: O (water). Reaction conditions: time 3 hour. The product is C1(C=2C(C(N1C1[C@@H]3N(C(=C(CS3)C)C(=O)OC)C1=O)=O)=CC=CC2)=O (Methyl 7-phthalimido-3-methyl-3-cephem-4-carboxylate). RXN SMILES: [C:1]1(=[O:24])[N:5]([CH:6]2[C:17](=[O:18])[N:8]3[C:9]([C:14]([OH:16])=[O:15])=[C:10]([CH3:13])[CH2:11][S:12][C@H:7]23)[C:4](=[O:19])[C:3]2=[CH:20][CH:21]=[CH:22][CH:23]=[C:2]12.[CH3:25]C(C)=O>O>[C:4]1(=[O:19])[N:5]([CH:6]2[C:17](=[O:18])[N:8]3[C:9]([C:14]([O:16][CH3:25])=[O:15])=[C:10]([CH3:13])[CH2:11][S:12][C@H:7]23)[C:1](=[O:24])[C:2]2=[CH:23][CH:22]=[CH:21][CH:20]=[C:3]12. Reported procedure: To a solution of 17.3 g. (0.05 mol.) of 7-phthalimido-3-methyl-3-cephem-4-carboxylic acid in 50 ml. of acetone and 20 ml. of water, 5 g. (0.05 mol.) of KHCO3 were slowly added. The resulting solution was evaporated to dryness, and 38 ml. of DMF and 5 ml. of methyl iodide were added to the residue. The mixture was stirred for 3 hrs. at room temperature. To this mixture were then added 100 g. of ice, and the resulting solid product was filtered. The product was crystallized from a mixture of 100 m... Reactants: CCC(C)O, N#Cc1ccc(N2N=C3c4ccc(C(=O)O)cc4CCC3C2C2CCCC2)cc1Cl. Yields the product CCC(C)OC(=O)c1ccc2c(c1)CCC1C2=NN(c2ccc(C#N)c(Cl)c2)C1C1CCCC1. Reaction SMILES: [CH3:31][CH:32]([CH2:33][CH3:34])[OH:35].[Cl:1][c:2]1[cH:3][c:4]([N:10]2[N:11]=[C:12]3[c:13]4[c:14]([cH:24][c:25]([C:28](=[O:29])[OH:30])[cH:26][cH:27]4)[CH2:15][CH2:16][CH:17]3[CH:18]2[CH:19]2[CH2:20][CH2:21][CH2:22][CH2:23]2)[cH:5][cH:6][c:7]1[C:8]#[N:9]>>[Cl:1][c:2]1[cH:3][c:4]([N:10]2[N:11]=[C:12]3[c:13]4[c:14]([cH:24][c:25]([C:28](=[O:29])[O:30][CH:32]([CH3:31])[CH2:33][CH3:34])[cH:26][cH:27]4)[CH2:15][CH2:16][CH:17]3[CH:18]2[CH:19]2[CH2:20][CH2:21][CH2:22][CH2:23]2)[cH:5][cH:6][c:7]1[C:8]#[N:9]. Reactants: solution, [Li+].[BH4-] (LiBH4), [NH4+].[Cl-] (NH4Cl), ClC1=C(C=C(C(=C1)[N+](=O)[O-])OC)CC(=O)OC (Methyl 2-(2-chloro-5-methoxy-4-nitrophenyl)acetate), CCOC(=O)C (EtOAc). Run in C1CCOC1 (THF), C1CCOC1 (THF), O (water). Run at temperature 0 celsius, time 5 hour. Yields the product ClC1=C(C=C(C(=C1)[N+](=O)[O-])OC)CCO (2-(2-Chloro-5-methoxy-4-nitrophenyl)ethanol). Yield: 72.2%. RXN SMILES: [Cl:1][C:2]1[CH:7]=[C:6]([N+:8]([O-:10])=[O:9])[C:5]([O:11][CH3:12])=[CH:4][C:3]=1[CH2:13][C:14](OC)=[O:15].[Li+].[BH4-].[NH4+].[Cl-].CCOC(C)=O>C1COCC1.O>[Cl:1][C:2]1[CH:7]=[C:6]([N+:8]([O-:10])=[O:9])[C:5]([O:11][CH3:12])=[CH:4][C:3]=1[CH2:13][CH2:14][OH:15] |f:1.2,3.4|. Procedure details: Methyl 2-(2-chloro-5-methoxy-4-nitrophenyl)acetate (10.2 g, 41.86 mmol) was dissolved in dry THF (200 mL) and cooled to 0° C. A 2M solution of LiBH4 in THF (41.86 mL, 83.73 mmol) was added at 0° C. over 20 minutes then the mixture was allowed to warm to room temperature and stirred for 5 hours. Saturated NH4Cl solution was added to the reaction cautiously and stirred further for 15 minutes then EtOAc (150 mL) and water (150 mL) were added. The separated aqueous phase was extracted with EtOAc (10... Reactants: oil, CN1C=NC(=C1CO)C1=CC=CC=C1 ((1-methyl-4-phenyl-1H-imidazol-5-yl)methanol), COC1=CC=C(CN)C=C1 (4-methoxybenzylamine), COC(C=O)OC (dimethoxyacetaldehyde). Yields the product COC(C1=C(N=CN1CC1=CC=C(C=C1)OC)C1=CC=CC=C1)OC (5-(Dimethoxymethyl)-1-(4-methoxybenzyl)-4-phenyl-1H-imidazole). Reaction SMILES: CN1C(CO)=[C:5]([C:9]2[CH:14]=[CH:13][CH:12]=[CH:11][CH:10]=2)[N:4]=[CH:3]1.[CH3:15][O:16][C:17]1[CH:24]=[CH:23][C:20]([CH2:21][NH2:22])=[CH:19][CH:18]=1.[CH3:25][O:26][CH:27]([O:30][CH3:31])[CH:28]=O>>[CH3:25][O:26][CH:27]([O:30][CH3:31])[C:28]1[N:22]([CH2:21][C:20]2[CH:23]=[CH:24][C:17]([O:16][CH3:15])=[CH:18][CH:19]=2)[CH:3]=[N:4][C:5]=1[C:9]1[CH:14]=[CH:13][CH:12]=[CH:11][CH:10]=1. Procedure: The title compound was prepared by a similar process to that described for preparation of Intermediate 1, except that 4-methoxybenzylamine was used in place of methylamine and dimethoxyacetaldehyde in place of glycolaldehyde. Colourless oil (1.5 g, 74%); The reactants are NCCC=C1C2=C(C=CC3=C1C=CC=C3)C=CC=C2 (5-(3-Aminopropylidene)-5H-dibenzo[a,d]cycloheptene), C(C)(=O)OC(C)=O (acetic anhydride), C(C)(=O)OC(C)=O (acetic anhydride), O (water). Product: C(C)(=O)NCCC=C1C2=C(C=CC3=C1C=CC=C3)C=CC=C2 (5-(3-acetamidopropylidene)-5H-dibenzo[a,d]cycloheptene). RXN SMILES: [NH2:1][CH2:2][CH2:3][CH:4]=[C:5]1[C:11]2[CH:12]=[CH:13][CH:14]=[CH:15][C:10]=2[CH:9]=[CH:8][C:7]2[CH:16]=[CH:17][CH:18]=[CH:19][C:6]1=2.O.[C:21](OC(=O)C)(=[O:23])[CH3:22]>>[C:21]([NH:1][CH2:2][CH2:3][CH:4]=[C:5]1[C:6]2[CH:19]=[CH:18][CH:17]=[CH:16][C:7]=2[CH:8]=[CH:9][C:10]2[CH:15]=[CH:14][CH:13]=[CH:12][C:11]1=2)(=[O:23])[CH3:22]. Reported procedure: 5-(3-Aminopropylidene)-5H-dibenzo[a,d]cycloheptene is dissolved in acetic anhydride and the solution is heated to refluxing for 20 minutes. The solution is then cooled and poured into a large volume of water. The mixture is stirred until the excess acetic anhydride is hydrolyzed. The product is extracted into ether, the extract washed with sodium bicarbonate solution, followed by washing with water and dried over sodium sulfate. The product is isolated by evaporating the ether. Reactants: ClCCl, CC(CO)C1CCC2C3C=CC4=CC(=O)CCC4(C)C3CCC12C, c1ccccc1. Product: CC(CO)C1CCC2C3C=CC4=CC(=O)C=CC4(C)C3CCC12C. Reaction SMILES: [CH2:31]([Cl:32])[Cl:33].[OH:1][CH2:2][CH:3]([CH:4]1[CH2:5][CH2:6][CH:7]2[CH:8]3[CH:9]=[CH:10][C:11]4=[CH:12][C:13](=[O:23])[CH2:14][CH2:15][C:16]4([CH3:17])[CH:18]3[CH2:19][CH2:20][C:21]12[CH3:22])[CH3:24].[cH:25]1[cH:26][cH:27][cH:28][cH:29][cH:30]1>>[OH:1][CH2:2][CH:3]([CH:4]1[CH2:5][CH2:6][CH:7]2[CH:8]3[CH:9]=[CH:10][C:11]4=[CH:12][C:13](=[O:23])[CH:14]=[CH:15][C:16]4([CH3:17])[CH:18]3[CH2:19][CH2:20][C:21]12[CH3:22])[CH3:24]. Reactants: ClC=1C=CC(=C(C1)C1=CC(N(C=C1)C(C(=O)OC(C)(C)C)C)=O)C#C[Si](C)(C)C (tert-butyl 2-[4-{5-chloro-2-[(trimethylsilyl)ethynyl]phenyl}-2-oxopyridin-1(2H)-yl]propanoate), C(=O)(C(F)(F)F)O (TFA). The product is ClC=1C=CC(=C(C1)C1=CC(N(C=C1)C(C(=O)O)C)=O)C#C (2-[4-(5-Chloro-2-ethynylphenyl)-2-oxopyridin-1(2H)-yl]propanoic acid). RXN SMILES: [Cl:1][C:2]1[CH:3]=[CH:4][C:5]([C:24]#[C:25][Si](C)(C)C)=[C:6]([C:8]2[CH:13]=[CH:12][N:11]([CH:14]([CH3:22])[C:15]([O:17]C(C)(C)C)=[O:16])[C:10](=[O:23])[CH:9]=2)[CH:7]=1.C(O)(C(F)(F)F)=O>>[Cl:1][C:2]1[CH:3]=[CH:4][C:5]([C:24]#[CH:25])=[C:6]([C:8]2[CH:13]=[CH:12][N:11]([CH:14]([CH3:22])[C:15]([OH:17])=[O:16])[C:10](=[O:23])[CH:9]=2)[CH:7]=1. Reported procedure: 55 mg (purity 89%, 0.11 mmol) of tert-butyl 2-[4-{5-chloro-2-[(trimethylsilyl)ethynyl]phenyl}-2-oxopyridin-1(2H)-yl]propanoate (racemate) were hydrolysed with TFA according to General Method 6A. Yield: 50 mg (purity 82%, quant.) Reactants: [OH-].[Na+] (sodium hydroxide), ClC1=C(C(=O)OCC)C(=CC(=C1)C(F)(F)F)Cl (ethyl 2,6-dichloro-4-trifluoromethylbenzoate). The solvent is O (water), C(C)O (ethanol). Yields the product ClC1=C(C(=O)O)C(=CC(=C1)C(F)(F)F)Cl (2.6-dichloro-4-trifluoromethylbenzoic acid). Isolated yield 71.7%. As a reaction SMILES: [OH-].[Na+].[Cl:3][C:4]1[CH:14]=[C:13]([C:15]([F:18])([F:17])[F:16])[CH:12]=[C:11]([Cl:19])[C:5]=1[C:6]([O:8]CC)=[O:7]>O.C(O)C>[Cl:3][C:4]1[CH:14]=[C:13]([C:15]([F:16])([F:17])[F:18])[CH:12]=[C:11]([Cl:19])[C:5]=1[C:6]([OH:8])=[O:7] |f:0.1|. Procedure details: A solution of sodium hydroxide (41.6 g) in water was added to a solution of ethyl 2,6-dichloro-4-trifluoromethylbenzoate (96.3 g) in ethanol. The mixture was heated at reflux for 2.5 hours then cooled and evaporated. It was diluted with water and extracted with ether. The aqueous layer was acidified to pH1 and extracted with ether, washed with water, dried (Na2SO4) and filtered. The filtrate was evaporated to dryness and the residue was triturated with n-hexane and filtered to give 2.6-dichloro-... Reaction SMILES: Br[C:2]1[CH:22]=[C:21]([CH3:23])[C:5]([O:6][C:7]2[C:12]([CH3:13])=[C:11]([NH:14][CH:15]([CH2:18][CH3:19])[CH2:16][CH3:17])[CH:10]=[C:9]([CH3:20])[N:8]=2)=[C:4]([CH3:24])[CH:3]=1.[CH3:25][C:26]([CH3:28])=[O:27]>C1COCC1>[CH2:16]([CH:15]([NH:14][C:11]1[CH:10]=[C:9]([CH3:20])[N:8]=[C:7]([O:6][C:5]2[C:21]([CH3:23])=[CH:22][C:2]([C:26]([OH:27])([CH3:28])[CH3:25])=[CH:3][C:4]=2[CH3:24])[C:12]=1[CH3:13])[CH2:18][CH3:19])[CH3:17]. Run at temperature -78 celsius, time 10 minute. Solvent: C1CCOC1 (THF). Procedure details: To a solution of [2-(4-bromo-2,6-dimethyl-phenoxy)-3,6-dimethyl-pyridin-4-yl]-(1-ethyl-propyl)-amine in dry THF was added n-butylithium at −78° C. After stirring at −78° C. for 10 min, acetone was added and the resulting mixture was stirred at −78° C. for 30 min, the dry-ice bath was removed. After stirring for 5 min, the mixture was quenched with brine and extracted with ethyl acetate. The organic layer was separated, dried, and concentrated to dryness. The residue was purified through silica g... Starting materials: BrC1=CC(=C(OC2=NC(=CC(=C2C)NC(CC)CC)C)C(=C1)C)C ([2-(4-bromo-2,6-dimethyl-phenoxy)-3,6-dimethyl-pyridin-4-yl]-(1-ethyl-propyl)-amine), CC(=O)C (acetone). The product is C(C)C(CC)NC1=C(C(=NC(=C1)C)OC1=C(C=C(C=C1C)C(C)(C)O)C)C (2-{4-[4-(1-Ethyl-propylamino)-3,6-dimethyl-pyridin-2-yloxy]-3,5-dimethyl-phenyl}-propan-2-ol). The reactants are ClC=1C(=C(C(=O)O)C(=C(C1F)F)[N+](=O)[O-])F (3-chloro-2,4,5-trifluoro-6-nitrobenzoic acid), C(C(=O)Cl)(=O)Cl (oxalyl chloride). The reagents and catalysts are CN(C=O)C (N,N-dimethylformamide). Solvent: ClCCl (dichloromethane). Reaction conditions: time 8 hour. Product: ClC=1C(=C(C(=O)Cl)C(=C(C1F)F)[N+](=O)[O-])F (3-Chloro-2,4,5-trifluoro-6-nitrobenzoyl Chloride). Yield: 98.5%. As a reaction SMILES: [Cl:1][C:2]1[C:3]([F:16])=[C:4]([C:8]([N+:13]([O-:15])=[O:14])=[C:9]([F:12])[C:10]=1[F:11])[C:5](O)=[O:6].C(Cl)(=O)C([Cl:20])=O>ClCCl.CN(C)C=O>[Cl:1][C:2]1[C:3]([F:16])=[C:4]([C:8]([N+:13]([O-:15])=[O:14])=[C:9]([F:12])[C:10]=1[F:11])[C:5]([Cl:20])=[O:6]. Procedure: To a suspension of 25.6 g (100 mmol) of 3-chloro-2,4,5-trifluoro-6-nitrobenzoic acid in 75 ml of dichloromethane was added 14.0 g (110 mmol) of oxalyl chloride. This mixture was treated with four drops of dry N,N-dimethylformamide, and the rapidly bubbling solution was stirred overnight at room temperature. The mixture was concentrated to give 27.0 g of the title compound which was used without purification in the next step.